This data is from the Open Reaction Database (ORD), a public repository of structured organic reaction records. The task is: describe an organic reaction: reactants, conditions, products, and yield Reactants: CS(C)=O, CCOC(C)=O, Fc1cc(I)ccn1, CC(N)c1ccccc1. Product: CC(Nc1cc(I)ccn1)c1ccccc1. Reaction SMILES: [CH3:18][S:19]([CH3:20])=[O:21].[CH3:22][CH2:23][O:24][C:25](=[O:26])[CH3:27].[F:1][c:2]1[n:3][cH:4][cH:5][c:6]([I:8])[cH:7]1.[c:9]1([CH:15]([CH3:16])[NH2:17])[cH:10][cH:11][cH:12][cH:13][cH:14]1>>[c:2]1([NH:17][CH:15]([c:9]2[cH:10][cH:11][cH:12][cH:13][cH:14]2)[CH3:16])[n:3][cH:4][cH:5][c:6]([I:8])[cH:7]1.